Dataset: the Open Reaction Database (ORD), a public repository of structured organic reaction records. Task: describe an organic reaction: reactants, conditions, products, and yield Reactants: Cc1ccc2cccc(Br)c2n1, CCCCCC, CCOCC, CCO, [Cl-], [Li]CCCC, [NH4+], CN(C)C=O, C1CCOC1. Product: Cc1ccc2cccc(C=O)c2n1. Reaction SMILES: [Br:1][c:2]1[cH:3][cH:4][cH:5][c:6]2[cH:7][cH:8][c:9]([CH3:12])[n:10][c:11]12.[CH3:18][CH2:19][CH2:20][CH2:21][CH2:22][CH3:23].[CH3:36][CH2:37][O:38][CH2:39][CH3:40].[CH3:41][CH2:42][OH:43].[Cl-:29].[Li:13][CH2:14][CH2:15][CH2:16][CH3:17].[NH4+:30].[O:24]=[CH:25][N:26]([CH3:27])[CH3:28].[O:31]1[CH2:32][CH2:33][CH2:34][CH2:35]1>>[c:2]1([CH:25]=[O:24])[cH:3][cH:4][cH:5][c:6]2[cH:7][cH:8][c:9]([CH3:12])[n:10][c:11]12. Starting materials: BrC=1C=CC=2OCCNC2N1 (6-Bromo-3,4-dihydro-2H-pyrido[3,2-b][1,4]oxazine), C1(=CC(=CC=C1)S(=O)(=O)Cl)C (m-tolylsulfonyl chloride), C1(=CC(=CC=C1)S(=O)(=O)Cl)C (m-tolylsulfonyl chloride). The solvent is N1=CC=CC=C1 (pyridine). Run at temperature 80 celsius, time 1 hour. Product: BrC=1C=CC=2OCCN(C2N1)S(=O)(=O)C=1C=C(C=CC1)C (6-bromo-4-(toluene-3-sulfonyl)-3,4-dihydro-2H-pyrido[3,2-b][1,4]oxazine). Reaction SMILES: [Br:1][C:2]1[CH:3]=[CH:4][C:5]2[O:6][CH2:7][CH2:8][NH:9][C:10]=2[N:11]=1.[C:12]1([CH3:22])[CH:17]=[CH:16][CH:15]=[C:14]([S:18](Cl)(=[O:20])=[O:19])[CH:13]=1>N1C=CC=CC=1>[Br:1][C:2]1[CH:3]=[CH:4][C:5]2[O:6][CH2:7][CH2:8][N:9]([S:18]([C:14]3[CH:13]=[C:12]([CH3:22])[CH:17]=[CH:16][CH:15]=3)(=[O:20])=[O:19])[C:10]=2[N:11]=1. Procedure: 6-Bromo-3,4-dihydro-2H-pyrido[3,2-b][1,4]oxazine (1.0 g, 4.65 mmol) and m-tolylsulfonyl chloride were dissolved in pyridine (10 mL). The resulting mixture was stirred at 80° C. for one hour. An additional portion of m-tolylsulfonyl chloride (0.98 g, 5.12 mmol) was added and the reaction mixture was stirred at 80° C. for 16 hours. Next, excess solvent was removed under vacuum, and the resulting oil was triturated with water to obtain a tan solid, which was collected by vacuum filtration and washe... Reactants: [Fe], O=[N+]([O-])c1cccc(OCc2nc3ccccc3s2)c1. Yields the product Nc1cccc(OCc2nc3ccccc3s2)c1. As a reaction SMILES: [Fe:21].[s:1]1[c:2]([CH2:10][O:11][c:12]2[cH:13][c:14]([N+:18]([O-:19])=[O:20])[cH:15][cH:16][cH:17]2)[n:3][c:4]2[c:5]1[cH:6][cH:7][cH:8][cH:9]2>>[s:1]1[c:2]([CH2:10][O:11][c:12]2[cH:13][c:14]([NH2:18])[cH:15][cH:16][cH:17]2)[n:3][c:4]2[c:5]1[cH:6][cH:7][cH:8][cH:9]2. The reactants are [H-].[Na+] (Sodium hydride), OC1CCN(CC1)C(=O)OC(C)(C)C (tert-butyl 4-hydroxy-1-piperidinecarboxylate), IC (Iodomethane). The solvent is O (water), O1CCCC1 (tetrahydrofuran). Reaction conditions: time 1 hour. Product: COC1CCN(CC1)C(=O)OC(C)(C)C (tert-Butyl 4-methoxy-1-piperidinecarboxylate). Reaction SMILES: [H-].[Na+].[OH:3][CH:4]1[CH2:9][CH2:8][N:7]([C:10]([O:12][C:13]([CH3:16])([CH3:15])[CH3:14])=[O:11])[CH2:6][CH2:5]1.I[CH3:18]>O1CCCC1.O>[CH3:18][O:3][CH:4]1[CH2:5][CH2:6][N:7]([C:10]([O:12][C:13]([CH3:16])([CH3:15])[CH3:14])=[O:11])[CH2:8][CH2:9]1 |f:0.1|. Procedure: Sodium hydride (1.19 g, 60% in mineral oil, 29.7 mmol) was added portionwise to a cooled (10° C.) solution of tert-butyl 4-hydroxy-1-piperidinecarboxylate (Bioorg. Med. Chem. Lett. 10; 24; 2000; 2815) in tetrahydrofuran (80 mL), and the suspension stirred at room temperature for 1 hour. Iodomethane (1.85 mL, 29.7 mmol) was added, and the reaction stirred at 50° C. for 20 hours. The mixture was diluted with water (50 mL), extracted with ethyl acetate (2×150 mL) and the combined organic extracts w... The reactants are N=1C=CN2C1C=CC=C2SCCCCN2C(SCC2=O)=O (3-[4-(imidazo[1,2-a]pyridin-5-ylthio)butyl]thiazolidine-2,4-dione), ClC1=C(C=CC=C1)CCC=O (3-(2-chlorophenyl)-1-propanal), N1CCCCC1 (piperidine). Run in C(C)O (ethanol). Yields the product ClC1=C(C=CC=C1)CCC=C1C(N(C(S1)=O)CCCCSC1=CC=CC=2N1C=CN2)=O (5-[3-(2-chlorophenyl)propylidene]-3-[4-(imidazo[1,2-a]pyridin-5-ylthio)butyl)thiazolidine-2,4-dione). As a reaction SMILES: [N:1]1[CH:2]=[CH:3][N:4]2[C:9]([S:10][CH2:11][CH2:12][CH2:13][CH2:14][N:15]3[C:19](=[O:20])[CH2:18][S:17][C:16]3=[O:21])=[CH:8][CH:7]=[CH:6][C:5]=12.[Cl:22][C:23]1[CH:28]=[CH:27][CH:26]=[CH:25][C:24]=1[CH2:29][CH2:30][CH:31]=O.N1CCCCC1>C(O)C>[Cl:22][C:23]1[CH:28]=[CH:27][CH:26]=[CH:25][C:24]=1[CH2:29][CH2:30][CH:31]=[C:18]1[S:17][C:16](=[O:21])[N:15]([CH2:14][CH2:13][CH2:12][CH2:11][S:10][C:9]2[N:4]3[CH:3]=[CH:2][N:1]=[C:5]3[CH:6]=[CH:7][CH:8]=2)[C:19]1=[O:20]. Procedure details: To a solution of 964 mg (3.0 mmol) of 3-[4-(imidazo[1,2-a]pyridin-5-ylthio)butyl]thiazolidine-2,4-dione and 738 mg (4.4 mmol) of 3-(2-chlorophenyl)-1-propanal in 20 ml of ethanol, 26 mg (0.3 mmol) of piperidine was added, followed by refluxing for 4.5 hours. After the reaction mixture was cooled, the solvent was distilled off. The residue was dissolved in dichloromethane, washed with purified water and dried, after which the solvent was distilled off. The residue was purified by column chromatog... Starting materials: BrC1=CC=C(C=C1)[C@H](CC(=O)C1=CC(=NC=C1)C)C1=C(C=CC=C1)C ((S)-3-(4-bromo-phenyl)-1-(2-methyl-pyridin-4-yl)-3-o-tolyl-propan-1-one), [H-].[Na+] (sodium hydride), [Cl-].[NH4+] (ammonium chloride), C(C)(=O)OCC (ethyl acetate). The reagents and catalysts are C=1C=CC(=CC1)/C=C/C(=O)/C=C/C2=CC=CC=C2.C=1C=CC(=CC1)/C=C/C(=O)/C=C/C2=CC=CC=C2.C=1C=CC(=CC1)/C=C/C(=O)/C=C/C2=CC=CC=C2.[Pd].[Pd] (tris(dibenzylideneacetone)dipalladium(0)), C(C)(C)(C)P(C1=C(C=CC=C1)C1=CC=CC=C1)C(C)(C)C (2-(di-tert-butylphosphino)biphenyl). Run in C(CC(=O)OCC)(=O)OCC (diethyl malonate). Conditions: temperature 135 celsius. Yields the product C(C)OC(C(C(=O)OCC)C1=CC=C(C=C1)[C@H](CC(=O)C1=CC(=NC=C1)C)C1=C(C=CC=C1)C)=O (2-{4-[(S)-3-(2-Methyl-pyridin-4-yl)-3-oxo-1-o-tolyl-propyl]-phenyl}-malonic acid diethyl ester). Isolated yield 71.0%. Reaction SMILES: Br[C:2]1[CH:7]=[CH:6][C:5]([C@@H:8]([C:19]2[CH:24]=[CH:23][CH:22]=[CH:21][C:20]=2[CH3:25])[CH2:9][C:10]([C:12]2[CH:17]=[CH:16][N:15]=[C:14]([CH3:18])[CH:13]=2)=[O:11])=[CH:4][CH:3]=1.[H-].[Na+].[Cl-].[NH4+].[C:30]([O:33][CH2:34][CH3:35])(=[O:32])[CH3:31]>C(OCC)(=O)CC(OCC)=O.C1C=CC(/C=C/C(/C=C/C2C=CC=CC=2)=O)=CC=1.C1C=CC(/C=C/C(/C=C/C2C=CC=CC=2)=O)=CC=1.C1C=CC(/C=C/C(/C=C/C2C=CC=CC=2)=O)=CC=1.[Pd].[Pd].C(P(C(C)(C)C)C1C=CC=CC=1C1C=CC=CC=1)(C)(C)C>[CH2:34]([O:33][C:30](=[O:32])[CH:31]([C:2]1[CH:7]=[CH:6][C:5]([C@@H:8]([C:19]2[CH:24]=[CH:23][CH:22]=[CH:21][C:20]=2[CH3:25])[CH2:9][C:10]([C:12]2[CH:17]=[CH:16][N:15]=[C:14]([CH3:18])[CH:13]=2)=[O:11])=[CH:4][CH:3]=1)[C:30]([O:33][CH2:34][CH3:35])=[O:32])[CH3:35] |f:1.2,3.4,7.8.9.10.11|. Reported procedure: To a solution of (S)-3-(4-bromo-phenyl)-1-(2-methyl-pyridin-4-yl)-3-o-tolyl-propan-1-one (600 mg) in diethyl malonate (11 mL) were added sodium hydride (124 mg), tris(dibenzylideneacetone)dipalladium(0) (81.4 mg) and 2-(di-tert-butylphosphino)biphenyl (26.5 mg) at room temperature. The reaction mixture was stirred at 135° C. for 1½ h. A saturated aq. solution of ammonium chloride and ethyl acetate were added, the phases were separated and the inorganic one was extracted with ethyl acetate (2×). ... The reactants are CO, COC(=O)c1ccc2[nH]cc(CC[N+](=O)[O-])c2c1. Yields the product COC(=O)c1ccc2[nH]cc(CCN)c2c1. RXN SMILES: [CH3:19][OH:20].[N+:1]([O-:2])(=[O:3])[CH2:4][CH2:5][c:6]1[cH:7][nH:8][c:9]2[cH:10][cH:11][c:12]([C:15](=[O:16])[O:17][CH3:18])[cH:13][c:14]12>>[NH2:1][CH2:4][CH2:5][c:6]1[cH:7][nH:8][c:9]2[cH:10][cH:11][c:12]([C:15](=[O:16])[O:17][CH3:18])[cH:13][c:14]12.